describe an organic reaction: reactants, conditions, products, and yield From a dataset of the Open Reaction Database (ORD), a public repository of structured organic reaction records. Starting materials: FC1=CC=C(C=C1)CC1=CN=C2C(=C(C(N(C2=C1)CCN1C(CCCC1)=O)=O)C(=O)OCC)O (ethyl 7-[(4-fluorophenyl)methyl]-4-hydroxy-2-oxo-1-[2-(2-oxo-1-piperidinyl)ethyl]-1,2-dihydro-1,5-naphthyridine-3-carboxylate), NC(CO)C (2-amino-1-propanol). Product: FC1=CC=C(C=C1)CC1=CN=C2C(=C(C(N(C2=C1)CCN1C(CCCC1)=O)=O)C(=O)NC(CO)C)O (7-[(4-Fluorophenyl)methyl]-4-hydroxy-N-(2-hydroxy-1-methylethyl)-2-oxo-1-[2-(2-oxo-1-piperidinyl)ethyl]-1,2-dihydro-1,5-naphthyridine-3-carboxamide). As a reaction SMILES: [F:1][C:2]1[CH:7]=[CH:6][C:5]([CH2:8][C:9]2[CH:18]=[C:17]3[C:12]([C:13]([OH:34])=[C:14]([C:29](OCC)=[O:30])[C:15](=[O:28])[N:16]3[CH2:19][CH2:20][N:21]3[CH2:26][CH2:25][CH2:24][CH2:23][C:22]3=[O:27])=[N:11][CH:10]=2)=[CH:4][CH:3]=1.[NH2:35][CH:36]([CH3:39])[CH2:37][OH:38]>>[F:1][C:2]1[CH:3]=[CH:4][C:5]([CH2:8][C:9]2[CH:18]=[C:17]3[C:12]([C:13]([OH:34])=[C:14]([C:29]([NH:35][CH:36]([CH3:39])[CH2:37][OH:38])=[O:30])[C:15](=[O:28])[N:16]3[CH2:19][CH2:20][N:21]3[CH2:26][CH2:25][CH2:24][CH2:23][C:22]3=[O:27])=[N:11][CH:10]=2)=[CH:6][CH:7]=1. Procedure: This compound was prepared from ethyl 7-[(4-fluorophenyl)methyl]-4-hydroxy-2-oxo-1-[2-(2-oxo-1-piperidinyl)ethyl]-1,2-dihydro-1,5-naphthyridine-3-carboxylate and 2-amino-1-propanol using methods similar to Example 563 to provide a white solid: 1H NMR (CDCl3) δ 10.28 (1H, d, J=7 Hz), 8.55 (1H, s), 8.28 (1H, s), 7.25 (2H, dd, J=6, 8 Hz), 6.99 (2H, t, J=8 Hz), 4.38 (2H, t, J=8 Hz), 4.25-4.34 (1H, m), 4.16 (2H, s), 3.80 (1H, dd, J=4, 11 Hz), 3.68 (1H, dd, J=6, 11 Hz), 3.53 (2H, t, J=7 Hz), 3.37 (2H,... Conditions: time 12 hour. The reactants are C1CCC(CC1)N=C=NC2CCCCC2 (DCC), C(=S)=S (carbon disulfide), FC(C1=CC=C(CN)C=C1)(F)F (4-trifluoromethylbenzylamine). Procedure details: 10 g of 4-trifluoromethylbenzylamine was added dropwise at -10° C. with stirring to a mixture of 11.78 g of DCC, 25 ml of carbon disulfide and 50 ml of diethyl ether. The temperature of the mixture was returned to room temperature, and it was left to stand for 12 hours. The reaction solution was filtered, and the residue was washed with diethyl ether. The filtrate and the washing were combined, and the solvent was evaporated under reduced pressure. The resulting oily product was purified by colu... Product: FC(C1=CC=C(CN=C=S)C=C1)(F)F (4-trifluoromethylbenzyl isothiocyanate). The solvent is C(C)OCC (diethyl ether). As a reaction SMILES: [F:1][C:2]([F:12])([F:11])[C:3]1[CH:10]=[CH:9][C:6]([CH2:7][NH2:8])=[CH:5][CH:4]=1.C1CCC(N=C=NC2CCCCC2)CC1.[C:28](=S)=[S:29]>C(OCC)C>[F:1][C:2]([F:11])([F:12])[C:3]1[CH:10]=[CH:9][C:6]([CH2:7][N:8]=[C:28]=[S:29])=[CH:5][CH:4]=1.